From a dataset of the Open Reaction Database (ORD), a public repository of structured organic reaction records. describe an organic reaction: reactants, conditions, products, and yield Reactants: C[O-], CO, Cc1cnc2ccc(Cl)c(CC(Cl)(Cl)Cl)c2n1, [Na+], O=S(=O)(O)O. The product is COC(=O)Cc1c(Cl)ccc2ncc(C)nc12. As a reaction SMILES: [CH3:1][O-:2].[CH3:26][OH:27].[Cl:4][c:5]1[cH:6][cH:7][c:8]2[n:9][cH:10][c:11]([CH3:20])[n:12][c:13]2[c:14]1[CH2:15][C:16]([Cl:17])([Cl:18])[Cl:19].[Na+:3].[S:21]([OH:22])(=[O:23])(=[O:24])[OH:25]>>[CH3:1][O:2][C:16]([CH2:15][c:14]1[c:5]([Cl:4])[cH:6][cH:7][c:8]2[n:9][cH:10][c:11]([CH3:20])[n:12][c:13]21)=[O:22]. Reactants: C#CCCCc1ccccc1, COC(=O)c1sccc1OS(=O)(=O)c1ccc(C)cc1, CCCCCCC, ClCCl. Product: COC(=O)c1sccc1C#CCCCc1ccccc1. RXN SMILES: [CH2:21]([CH2:22][CH2:23][C:24]#[CH:25])[c:26]1[cH:27][cH:28][cH:29][cH:30][cH:31]1.[CH3:1][O:2][C:3](=[O:4])[c:5]1[s:6][cH:7][cH:8][c:9]1[O:10][S:11]([c:12]1[cH:13][cH:14][c:15]([CH3:16])[cH:17][cH:18]1)(=[O:19])=[O:20].[CH3:32][CH2:33][CH2:34][CH2:35][CH2:36][CH2:37][CH3:38].[Cl:39][CH2:40][Cl:41]>>[CH3:1][O:2][C:3](=[O:4])[c:5]1[s:6][cH:7][cH:8][c:9]1[C:25]#[C:24][CH2:23][CH2:22][CH2:21][c:26]1[cH:27][cH:28][cH:29][cH:30][cH:31]1.